Dataset: the Open Reaction Database (ORD), a public repository of structured organic reaction records. Task: describe an organic reaction: reactants, conditions, products, and yield The reactants are 36b, C(C)OC(C(CC=1C=C2C(=CNC2=CC1)C)OCC)=O (rac-2-ethoxy-3-(3-methyl-1H-indol-5-yl)-propionic acid ethyl ester), ClCC=1N=C(OC1C)C1=C(C=CC=C1)Cl (4-chloromethyl-2-(2-chloro-phenyl)-5-methyl-oxazole). Yields the product C(C)OC(C(CC=1C=C2C(=CN(C2=CC1)CC=1N=C(OC1C)C1=C(C=CC=C1)Cl)C)OCC)=O (rac-3-{1-[2-(2-chloro-phenyl)-5-methyl-oxazol-4-ylmethyl]-3-methyl-1H-indol-5-yl}-2-ethoxy-propionic acid ethyl ester). As a reaction SMILES: [CH2:1]([O:3][C:4](=[O:20])[CH:5]([O:17][CH2:18][CH3:19])[CH2:6][C:7]1[CH:8]=[C:9]2[C:13](=[CH:14][CH:15]=1)[NH:12][CH:11]=[C:10]2[CH3:16])[CH3:2].Cl[CH2:22][C:23]1[N:24]=[C:25]([C:29]2[CH:34]=[CH:33][CH:32]=[CH:31][C:30]=2[Cl:35])[O:26][C:27]=1[CH3:28]>>[CH2:1]([O:3][C:4](=[O:20])[CH:5]([O:17][CH2:18][CH3:19])[CH2:6][C:7]1[CH:8]=[C:9]2[C:13](=[CH:14][CH:15]=1)[N:12]([CH2:22][C:23]1[N:24]=[C:25]([C:29]3[CH:34]=[CH:33][CH:32]=[CH:31][C:30]=3[Cl:35])[O:26][C:27]=1[CH3:28])[CH:11]=[C:10]2[CH3:16])[CH3:2]. Reported procedure: In analogy to the procedures described in examples 36a) and 36b), rac-2-ethoxy-3-(3-methyl-1H-indol-5-yl)-propionic acid ethyl ester (preparation 4) was reacted with 4-chloromethyl-2-(2-chloro-phenyl)-5-methyl-oxazole to give rac-3-{1-[2-(2-chloro-phenyl)-5-methyl-oxazol-4-ylmethyl]-3-methyl-1H-indol-5-yl}-2-ethoxy-propionic acid ethyl ester, which was subsequently saponified to yield the title compound as colorless solid. Starting materials: CC=1C(=NC=CC1)CN(C1CCNCC1)CC1=NC=CC=C1C (Bis-(3-methyl-pyridin-2-ylmethyl)-piperidin-4-yl-amine), N1=C(C=CC=C1)C=O (pyridine-2-carboxaldehyde), [BH-](OC(=O)C)(OC(=O)C)OC(=O)C.[Na+] (NaBH(OAc)3). The solvent is C(Cl)Cl (CH2Cl2). As a reaction SMILES: [CH3:1][C:2]1[C:3]([CH2:8][N:9]([CH2:16][C:17]2[C:22]([CH3:23])=[CH:21][CH:20]=[CH:19][N:18]=2)[CH:10]2[CH2:15][CH2:14][NH:13][CH2:12][CH2:11]2)=[N:4][CH:5]=[CH:6][CH:7]=1.[N:24]1[CH:29]=[CH:28][CH:27]=[CH:26][C:25]=1[CH:30]=O.[BH-](OC(C)=O)(OC(C)=O)OC(C)=O.[Na+]>C(Cl)Cl>[CH3:1][C:2]1[C:3]([CH2:8][N:9]([CH2:16][C:17]2[C:22]([CH3:23])=[CH:21][CH:20]=[CH:19][N:18]=2)[CH:10]2[CH2:15][CH2:14][N:13]([CH2:30][C:25]3[CH:26]=[CH:27][CH:28]=[CH:29][N:24]=3)[CH2:12][CH2:11]2)=[N:4][CH:5]=[CH:6][CH:7]=1 |f:2.3|. The product is CC=1C(=NC=CC1)CN(C1CCN(CC1)CC1=NC=CC=C1)CC1=NC=CC=C1C (bis-(3-methyl-pyridin-2-ylmethyl)-(1-pyridin-2-ylmethyl-piperidin-4-yl)-amine). Reported procedure: Using General Procedure B, reaction of COMPOUND 249, pyridine-2-carboxaldehyde and NaBH(OAc)3 in CH2Cl2 gave COMPOUND 252 as an amber solid. 1H NMR (CDCl3) δ 1.84-1.87 (m, 4H), 1.92-2.00 (m, 2H), 2.09 (s, 6H), 2.45-2.50 (m, 1H), 2.95 (d, 2H, J=10.2 Hz), 3.60 (s, 2H), 3.84 (s, 4H), 7.04-7.09 (m, 2H), 7.12-7.17 (m, 1H), 7.33-7.39 (m, 2H), 7.61-7.67 (m, 1H), 8.34 (d, 2H, J=3.0 Hz), 8.55 (d, 1H, J=6.0 Hz). 13C NMR (CDCl3) δ 18.39, 27.28, 54.32, 55.20, 57.77, 64.99, 122.26, 122.61, 123.50, 133.78, 13...